Dataset: the Open Reaction Database (ORD), a public repository of structured organic reaction records. Task: describe an organic reaction: reactants, conditions, products, and yield The reactants are Cl (HCl), [OH-].[Na+] (Sodium hydroxide), COC([C@@H](CCN1C(C2=CC=CC=C2C1=O)=O)OC1=C(C=C(C=C1Br)C1=CC=C(C=C1)C=1C2=C(SC1CC1=CC=CC=C1)C=CC=C2)Br)=O ((2R)-2-[4′-(2-benzyl-benzo[b]-thiophen-3-yl)-3,5-dibromo-biphenyl-4-yloxy]-4-(1,3-dioxo-1,3-dihydro-isoindol-2-yl)-butyric acid methyl ester), CO (methyl alcohol). Run in O1CCCC1 (tetrahydrofuran), O (water). Conditions: time 1 hour. The product is C(C1=CC=CC=C1)C1=C(C2=C(S1)C=CC=C2)C2=CC=C(C=C2)C2=CC(=C(C(=C2)Br)O[C@H](CCNC(C=2C(C(=O)O)=CC=CC2)=O)C(=O)O)Br (N-{(3R)-3-[4′-(2-benzyl-benzo[b]thiophen-3-yl)-3,5-dibromo-biphenyl-4-yloxy]-3-carboxy-propyl]-phthalamic acid). Yield: 74.0%. As a reaction SMILES: [OH-:1].[Na+].C[O:4][C:5](=[O:51])[C@H:6]([O:20][C:21]1[C:26]([Br:27])=[CH:25][C:24]([C:28]2[CH:33]=[CH:32][C:31]([C:34]3[C:35]4[CH:49]=[CH:48][CH:47]=[CH:46][C:36]=4[S:37][C:38]=3[CH2:39][C:40]3[CH:45]=[CH:44][CH:43]=[CH:42][CH:41]=3)=[CH:30][CH:29]=2)=[CH:23][C:22]=1[Br:50])[CH2:7][CH2:8][N:9]1[C:17](=[O:18])[C:16]2[C:11](=[CH:12][CH:13]=[CH:14][CH:15]=2)[C:10]1=[O:19].CO.Cl>O.O1CCCC1>[CH2:39]([C:38]1[S:37][C:36]2[CH:46]=[CH:47][CH:48]=[CH:49][C:35]=2[C:34]=1[C:31]1[CH:32]=[CH:33][C:28]([C:24]2[CH:23]=[C:22]([Br:50])[C:21]([O:20][C@@H:6]([C:5]([OH:4])=[O:51])[CH2:7][CH2:8][NH:9][C:10](=[O:19])[C:11]3[C:16](=[CH:15][CH:14]=[CH:13][CH:12]=3)[C:17]([OH:1])=[O:18])=[C:26]([Br:27])[CH:25]=2)=[CH:29][CH:30]=1)[C:40]1[CH:41]=[CH:42][CH:43]=[CH:44][CH:45]=1 |f:0.1|. Procedure details: Sodium hydroxide (2 N, 5.0 mL) was added into a mixture of (2R)-2-[4′-(2-benzyl-benzo[b]-thiophen-3-yl)-3,5-dibromo-biphenyl-4-yloxy]-4-(1,3-dioxo-1,3-dihydro-isoindol-2-yl)-butyric acid methyl ester (1.0 g, 1.26 mmol), methyl alcohol (10 ml) and tetrahydrofuran (10 mL). The reaction mixture was stirred at room temperature for 1 hour, poured into water, acidified with HCl (2 N), and extracted with ethyl ether. The organic extracts were dried over MgSO4. Evaporation and purification by flash chro... Yields the product C(C1=CC=CC=C1)OC1=C(C=CC=C1)C=CC=CC1=CC(=CC=C1)OCOC (1-(2-benzyloxyphenyl)-4-(3-methoxymethoxyphenyl)butadiene). Procedure: Following a procedure similar to that described in the first part of Preparation 3, 7.00 g of 3-(3-methoxymethoxyphenyl)-2-propenal and 18 g of 2-benzyloxybenzyltriphenylphosphonium chloride (prepared as described in Preparation 1) were dissolved in 200 ml of acetonitrile, with heating, and 5.54 g of 1,8-diazabicyclo[5,4,0]undec-7-ene were added to the mixture and reacted. The crude product, extracted as described in Preparation 3, was purified as described in Preparation 3, to give 12.0 g of 1-... The yield is 88.6%. Starting materials: COCOC=1C=C(C=CC1)C=CC=O (3-(3-methoxymethoxyphenyl)-2-propenal), [Cl-].C(C1=CC=CC=C1)OC1=C(C[P+](C2=CC=CC=C2)(C2=CC=CC=C2)C2=CC=CC=C2)C=CC=C1 (2-benzyloxybenzyltriphenylphosphonium chloride), N12CCCCCC2=NCCC1 (1,8-diazabicyclo[5,4,0]undec-7-ene). Run in C(C)#N (acetonitrile). As a reaction SMILES: [CH3:1][O:2][CH2:3][O:4][C:5]1[CH:6]=[C:7]([CH:11]=[CH:12][CH:13]=O)[CH:8]=[CH:9][CH:10]=1.[Cl-].[CH2:16]([O:23][C:24]1[CH:49]=[CH:48][CH:47]=[CH:46][C:25]=1[CH2:26][P+](C1C=CC=CC=1)(C1C=CC=CC=1)C1C=CC=CC=1)[C:17]1[CH:22]=[CH:21][CH:20]=[CH:19][CH:18]=1.N12CCCN=C1CCCCC2>C(#N)C>[CH2:16]([O:23][C:24]1[CH:49]=[CH:48][CH:47]=[CH:46][C:25]=1[CH:26]=[CH:13][CH:12]=[CH:11][C:7]1[CH:8]=[CH:9][CH:10]=[C:5]([O:4][CH2:3][O:2][CH3:1])[CH:6]=1)[C:17]1[CH:18]=[CH:19][CH:20]=[CH:21][CH:22]=1 |f:1.2|. Starting materials: C(C)[C@@H]1[C@@H]([C@]2(C)[C@@H](C1)[C@@H]1CCC=3C=C(C=CC3[C@H]1CC2)OC)O (16β-ethyl-3-methoxy-1,3,5(10)-estratrien-17β-ol), [Li] (lithium), N (ammonia), O1CCCC1 (tetrahydrofuran), N (ammonia). The solvent is C(C)(C)(C)O (tert.-butanol). Run at temperature 50 celsius, time 15 minute. Product: C(C)[C@@H]1[C@@H]([C@]2(C)[C@@H](C1)[C@@H]1CCC3=CC(CC[C@@H]3[C@H]1CC2)=O)O (16β-ethyl-17β-hydroxy-4-estren-3-one). As a reaction SMILES: [CH2:1]([C@H:3]1[CH2:8][C@H:7]2[C@H:9]3[C@H:18]([CH2:19][CH2:20][C@:5]2([CH3:6])[C@H:4]1[OH:23])[C:17]1[CH:16]=[CH:15][C:14]([O:21]C)=[CH:13][C:12]=1[CH2:11][CH2:10]3)[CH3:2].O1CCCC1.N.[Li]>C(O)(C)(C)C>[CH2:1]([C@H:3]1[CH2:8][C@H:7]2[C@H:9]3[C@H:18]([CH2:19][CH2:20][C@:5]2([CH3:6])[C@H:4]1[OH:23])[C@@H:17]1[C:12](=[CH:13][C:14](=[O:21])[CH2:15][CH2:16]1)[CH2:11][CH2:10]3)[CH3:2] |^1:29|. Procedure details: A solution of 2.0 g. of 16β-ethyl-3-methoxy-1,3,5(10)-estratrien-17β-ol in 40 ml. of tetrahydrofuran and 4 ml. of tert.-butanol is added dropwise at -40° C. to 80 ml. of ammonia. After the incremental introduction of 1.2 g. of lithium, the mixture is stirred for 2 hours at -40° C.; then the ammonia is allowed to evaporate, the residue is poured into about 200 ml. of water, and the mixture is extracted with ethyl acetate. The crude product is taken up in 40 ml. of methanol and 4 ml. of 4 N hydroc... Starting materials: N=1C(=CN2C1C=CC=C2)CC(=O)OCC (ethyl imidazo-[1,2-a]pyridin-2-ylacetate), [H-].[Al+3].[Li+].[H-].[H-].[H-] (lithium aluminum hydride). The solvent is O1CCCC1 (tetrahydrofuran). Yields the product OCCC=1N=C2N(C=CC=C2)C1 (2(2-Hydroxyethyl)imidazol[1,2-a]pyridine). Reaction SMILES: [N:1]1[C:2]([CH2:10][C:11](OCC)=[O:12])=[CH:3][N:4]2[CH:9]=[CH:8][CH:7]=[CH:6][C:5]=12.[H-].[Al+3].[Li+].[H-].[H-].[H-]>O1CCCC1>[OH:12][CH2:11][CH2:10][C:2]1[N:1]=[C:5]2[CH:6]=[CH:7][CH:8]=[CH:9][N:4]2[CH:3]=1 |f:1.2.3.4.5.6|. Procedure: A procedure similar to that described in Preparation 2 was repeated, except that 2.65 g of ethyl imidazo-[1,2-a]pyridin-2-ylacetate (prepared as described in Preparation 25), 0.5 of lithium aluminum hydride and 100 ml of tetrahydrofuran were used, to give the title compound as a crude product. This crude product was purified by column chromatography through silica gel, using a gradient elution method, with mixtures of ethyl acetate and ethanol in ratios ranging from 20:1 to 4:1 by volume as the ... Reactants: ClC=1C=C(C=CC1)N1N=CC(=C1C)C(=O)O (1-(3-chlorophenyl)-5-methylpyrazole-4-carboxylic acid), NC=1C=CC(=C(C#N)C1)N1CCN(CC1)CCO (5-amino-2-[4-(2-hydroxyethyl) piperazin-1-yl]benzonitrile). Yields the product ClC=1C=C(C=CC1)N1N=CC(=C1C)C(=O)NC1=CC(=C(C=C1)N1CCN(CC1)CCO)C#N (1-(3-chlorophenyl)-N-{3-cyano-4-[4-(2-hydroxyethyl)piperazin-1-yl]phenyl}-5-methylpyrazole-4-carboxamide). Isolated yield 12.7%. RXN SMILES: [Cl:1][C:2]1[CH:3]=[C:4]([N:8]2[C:12]([CH3:13])=[C:11]([C:14]([OH:16])=O)[CH:10]=[N:9]2)[CH:5]=[CH:6][CH:7]=1.[NH2:17][C:18]1[CH:19]=[CH:20][C:21]([N:26]2[CH2:31][CH2:30][N:29]([CH2:32][CH2:33][OH:34])[CH2:28][CH2:27]2)=[C:22]([CH:25]=1)[C:23]#[N:24]>>[Cl:1][C:2]1[CH:3]=[C:4]([N:8]2[C:12]([CH3:13])=[C:11]([C:14]([NH:17][C:18]3[CH:19]=[CH:20][C:21]([N:26]4[CH2:27][CH2:28][N:29]([CH2:32][CH2:33][OH:34])[CH2:30][CH2:31]4)=[C:22]([C:23]#[N:24])[CH:25]=3)=[O:16])[CH:10]=[N:9]2)[CH:5]=[CH:6][CH:7]=1. Reported procedure: By the reaction and treatment in the same manner as in Example 64 using 1-(3-chlorophenyl)-5-methylpyrazole-4-carboxylic acid (2 g) and 5-amino-2-[4-(2-hydroxyethyl) piperazin-1-yl]benzonitrile (2.5 g), the title compound (0.5 g) was obtained, melting point: 176–177° C. Starting materials: CCO, [Ca+2], [Cl-], [Cl-], [Fe], COc1ccc(Cl)c(-n2nc3c(c2N)c(=O)[nH]c2cc([N+](=O)[O-])ccc23)c1. Yields the product COc1ccc(Cl)c(-n2nc3c(c2N)c(=O)[nH]c2cc(N)ccc23)c1. RXN SMILES: [CH3:32][CH2:33][OH:34].[Ca+2:30].[Cl-:28].[Cl-:29].[Fe:31].[NH2:1][c:2]1[n:3](-[c:19]2[c:20]([Cl:27])[cH:21][cH:22][c:23]([O:25][CH3:26])[cH:24]2)[n:4][c:5]2[c:6]1[c:7](=[O:18])[nH:8][c:9]1[cH:10][c:11]([N+:15]([O-:16])=[O:17])[cH:12][cH:13][c:14]21>>[NH2:1][c:2]1[n:3](-[c:19]2[c:20]([Cl:27])[cH:21][cH:22][c:23]([O:25][CH3:26])[cH:24]2)[n:4][c:5]2[c:6]1[c:7](=[O:18])[nH:8][c:9]1[cH:10][c:11]([NH2:15])[cH:12][cH:13][c:14]21. The reactants are ON=C(C(=O)OCC)C(=O)C1=CC(=CC=C1)OC (ethyl 2-hydroxyimino-3-(3-methoxyphenyl)-3-oxopropionate), [N+](=O)([O-])C=1C=C(CN)C=CC1 (3-nitrobenzylamine), [OH-].[Na+] (sodium hydroxide). The solvent is C(C)O (ethyl alcohol). The product is COC=1C=C(C=CC1)C1=C(N=C(N1)C1=CC(=CC=C1)[N+](=O)[O-])C(=O)O (5-(3-methoxyphenyl)-2-(3-nitrophenyl)imidazole-4-carboxylic acid). Reaction SMILES: O[N:2]=[C:3]([C:9]([C:11]1[CH:16]=[CH:15][CH:14]=[C:13]([O:17][CH3:18])[CH:12]=1)=O)[C:4]([O:6]CC)=[O:5].[N+:19]([C:22]1[CH:23]=[C:24]([CH:27]=[CH:28][CH:29]=1)[CH2:25][NH2:26])([O-:21])=[O:20].[OH-].[Na+]>C(O)C>[CH3:18][O:17][C:13]1[CH:12]=[C:11]([C:9]2[NH:26][C:25]([C:24]3[CH:27]=[CH:28][CH:29]=[C:22]([N+:19]([O-:21])=[O:20])[CH:23]=3)=[N:2][C:3]=2[C:4]([OH:6])=[O:5])[CH:16]=[CH:15][CH:14]=1 |f:2.3|. Procedure: Ethyl 5-(3-methoxyphenyl)-2-(3-nitrophenyl)imidazole-4-carboxylate obtained by reacting and treating ethyl 2-hydroxyimino-3-(3-methoxyphenyl)-3-oxopropionate and 3-nitrobenzylamine in the same manner as in Starting Material Synthetic Example 1 is dissolved in ethyl alcohol and 1 M aqueous sodium hydroxide solution is added. The mixture is reacted and treated in the same manner as in Starting Material Synthetic Example 2 to give 5-(3-methoxyphenyl)-2-(3-nitrophenyl)imidazole-4-carboxylic acid. Reactants: CO, Cl, ON=Cc1cc(C(F)(F)F)cc(C(F)(F)F)c1, [H][H], [Na+], [OH-], [Pd]. Product: NCc1cc(C(F)(F)F)cc(C(F)(F)F)c1. Reaction SMILES: [CH3:23][OH:24].[ClH:18].[F:1][C:2]([c:3]1[cH:4][c:5]([CH:6]=[N:7][OH:8])[cH:9][c:10]([C:12]([F:13])([F:14])[F:15])[cH:11]1)([F:16])[F:17].[H:19][H:20].[Na+:22].[OH-:21].[Pd:25]>>[F:1][C:2]([c:3]1[cH:4][c:5]([CH2:6][NH2:7])[cH:9][c:10]([C:12]([F:13])([F:14])[F:15])[cH:11]1)([F:16])[F:17]. Reactants: N1(CCOCC1)CCOC1=CC2=C(N3C(S2)=NC(=C3)C3=CC=C(C=C3)N)C=C1 (7-(2-morpholin-4-yl-ethoxy)-2-(4-aminophenyl)imidazo[2,1-b]benzothiazole), C(C)(C)(C)C1=CC(=NO1)NC([O-])=O (5-tert-butylisoxazol-3-ylcarbamate). Product: C(C)(C)(C)C1=CC(=NO1)NC(=O)NC1=CC=C(C=C1)C=1N=C2SC3=C(N2C1)C=CC(=C3)OCCN3CCOCC3 (N-(5-tert-butyl-isoxazol-3-yl)-N′-{4-[7-(2-morpholin-4-yl-ethoxy)imidazo[2,1-b][1,3]benzothiazol-2-yl]phenyl}urea). Reaction SMILES: [N:1]1([CH2:7][CH2:8][O:9][C:10]2[CH:28]=[CH:27][C:13]3[N:14]4[CH:19]=[C:18]([C:20]5[CH:25]=[CH:24][C:23]([NH2:26])=[CH:22][CH:21]=5)[N:17]=[C:15]4[S:16][C:12]=3[CH:11]=2)[CH2:6][CH2:5][O:4][CH2:3][CH2:2]1.[C:29]([C:33]1[O:37][N:36]=[C:35]([NH:38][C:39](=O)[O-:40])[CH:34]=1)([CH3:32])([CH3:31])[CH3:30]>>[C:29]([C:33]1[O:37][N:36]=[C:35]([NH:38][C:39]([NH:26][C:23]2[CH:22]=[CH:21][C:20]([C:18]3[N:17]=[C:15]4[N:14]([CH:19]=3)[C:13]3[CH:27]=[CH:28][C:10]([O:9][CH2:8][CH2:7][N:1]5[CH2:2][CH2:3][O:4][CH2:5][CH2:6]5)=[CH:11][C:12]=3[S:16]4)=[CH:25][CH:24]=2)=[O:40])[CH:34]=1)([CH3:32])([CH3:30])[CH3:31]. Procedure: reacting 7-(2-morpholin-4-yl-ethoxy)-2-(4-aminophenyl)imidazo[2,1-b]benzothiazole (VIII) with a 5-tert-butylisoxazol-3-ylcarbamate derivative (X) to yield N-(5-tert-butyl-isoxazol-3-yl)-N′-{4-[7-(2-morpholin-4-yl-ethoxy)imidazo[2,1-b][1,3]benzo-thiazol-2-yl]phenyl}urea (I); and